describe an organic reaction: reactants, conditions, products, and yield From a dataset of the Open Reaction Database (ORD), a public repository of structured organic reaction records. Reactants: ClC1=NN2C(C(=CC=C2)NCC2=C(C=CC=C2)S(=O)(=O)C)=N1 ((2-chloro-[1,2,4]triazolo[1,5-a]pyridin-8-yl)-(2-methanesulfonyl-benzyl)-amine), N1(CCCC1)CCOC1=CC=C(C=C1)N (4-(2-pyrrolidin-1-yl-ethoxy)-phenylamine), C1(CCCCC1)P(C1=C(C=CC=C1)C1=C(C=CC=C1)P(C1CCCCC1)C1CCCCC1)C1CCCCC1 (2,2′-bis-dicyclohexylphosphanyl-biphenyl). Yields the product CS(=O)(=O)C1=C(CNC=2C=3N(C=CC2)N=C(N3)NC3=CC=C(C=C3)OCCN3CCCC3)C=CC=C1 (N(8)-(2-Methanesulfonyl-benzyl)-N(2)-[4-(2-pyrrolidin-1-yl-ethoxy)-phenyl]-[1,2,4]triazolo[1,5-a]pyridine-2,8-diamine), foam. The yield is 33.0%. RXN SMILES: Cl[C:2]1[N:22]=[C:5]2[C:6]([NH:10][CH2:11][C:12]3[CH:17]=[CH:16][CH:15]=[CH:14][C:13]=3[S:18]([CH3:21])(=[O:20])=[O:19])=[CH:7][CH:8]=[CH:9][N:4]2[N:3]=1.[N:23]1([CH2:28][CH2:29][O:30][C:31]2[CH:36]=[CH:35][C:34]([NH2:37])=[CH:33][CH:32]=2)[CH2:27][CH2:26][CH2:25][CH2:24]1.C1(P(C2CCCCC2)C2C=CC=CC=2C2C=CC=CC=2P(C2CCCCC2)C2CCCCC2)CCCCC1>>[CH3:21][S:18]([C:13]1[CH:14]=[CH:15][CH:16]=[CH:17][C:12]=1[CH2:11][NH:10][C:6]1[C:5]2[N:4]([N:3]=[C:2]([NH:37][C:34]3[CH:35]=[CH:36][C:31]([O:30][CH2:29][CH2:28][N:23]4[CH2:27][CH2:26][CH2:25][CH2:24]4)=[CH:32][CH:33]=3)[N:22]=2)[CH:9]=[CH:8][CH:7]=1)(=[O:20])=[O:19]. Reported procedure: N(8)-(2-Methanesulfonyl-benzyl)-N(2)-[4-(2-pyrrolidin-1-yl-ethoxy)-phenyl]-[1,2,4]triazolo[1,5-a]pyridine-2,8-diamine was prepared from (2-chloro-[1,2,4]triazolo[1,5-a]pyridin-8-yl)-(2-methanesulfonyl-benzyl)-amine (75.0 mg, 0.223 mmol) and 4-(2-pyrrolidin-1-yl-ethoxy)-phenylamine (51.0 mg, 0.247 mmol) with 2,2′-bis-dicyclohexylphosphanyl-biphenyl (25.0 mg, 0.0457 mmol) as the ligand in a manner analogous to Example 2d. Product isolated as a tan foam (0.037 g, 33%). 1H NMR (400 MHz, CDCl3, δ, pp...